This data is from the Open Reaction Database (ORD), a public repository of structured organic reaction records. The task is: describe an organic reaction: reactants, conditions, products, and yield Reactants: CS(=O)(=O)Cl (Methanesulfonyl chloride), O[C@@H]1C[C@H](N(C1)C(=O)OCC1=CC=C(C=C1)[N+](=O)[O-])CN1C=NC=C1 ((2S,4R)-4-hydroxy-2-(imidazol-1-yl)methyl-1-(4-nitrobenzyloxycarbon-yl)pyrrolidine), O1CCCC1 (tetrahydrofuran). Solvent: C(C)N(CC)CC (triethylamine), ClCCl (dichloromethane), ClCCl (dichloromethane), O (water). Conditions: time 1 hour. The product is N1(C=NC=C1)C[C@H]1N(C[C@@H](C1)OS(=O)(=O)C)C(=O)OCC1=CC=C(C=C1)[N+](=O)[O-] ((2S,4R)-2-(imidazol-1-yl)methyl-4-methanesulfonyloxy-1-(4-nitrobenzyloxycarbonyl)pyrrolidine). As a reaction SMILES: [CH3:1][S:2](Cl)(=[O:4])=[O:3].[OH:6][C@H:7]1[CH2:11][N:10]([C:12]([O:14][CH2:15][C:16]2[CH:21]=[CH:20][C:19]([N+:22]([O-:24])=[O:23])=[CH:18][CH:17]=2)=[O:13])[C@H:9]([CH2:25][N:26]2[CH:30]=[CH:29][N:28]=[CH:27]2)[CH2:8]1.O1CCCC1>C(N(CC)CC)C.ClCCl.O>[N:26]1([CH2:25][C@@H:9]2[CH2:8][C@@H:7]([O:6][S:2]([CH3:1])(=[O:4])=[O:3])[CH2:11][N:10]2[C:12]([O:14][CH2:15][C:16]2[CH:17]=[CH:18][C:19]([N+:22]([O-:24])=[O:23])=[CH:20][CH:21]=2)=[O:13])[CH:30]=[CH:29][N:28]=[CH:27]1. Procedure details: Methanesulfonyl chloride (0.40 ml) was added to a suspension of (2S,4R)-4-hydroxy-2-(imidazol-1-yl)methyl-1-(4-nitrobenzyloxycarbon-yl)pyrrolidine (0.79 g) in a mixture of triethylamine (0.80 ml), tetrahydrofuran (16 ml) and dichloromethane (24 ml) at 0°-5° C., and the mixture was stirred at 0°-5° C. for one hour. The reaction mixture was poured into a mixture of water (50 ml) and dichloromethane (20 ml). The organic layer was separated, dried over magnesium sulfate and concentrated under reduce...